Dataset: the Open Reaction Database (ORD), a public repository of structured organic reaction records. Task: describe an organic reaction: reactants, conditions, products, and yield The reactants are FC1=CC=C(C=C1)[Mg]Br (4-Fluorophenyl magnesium bromide), CC1(COC(OC1)CCC=O)C (5,5-dimethyl-1,3-dioxane-2-propanal). Run in C1CCOC1 (THF). Conditions: temperature -70 celsius, time 2 hour. Product: FC1=CC=C(C=C1)C(CCC1OCC(CO1)(C)C)O (α-(4-fluorophenyl)-5,5-dimethyl-1,3-dioxane-2-propanol). Isolated yield 87.6%. RXN SMILES: [F:1][C:2]1[CH:7]=[CH:6][C:5]([Mg]Br)=[CH:4][CH:3]=1.[CH3:10][C:11]1([CH3:21])[CH2:16][O:15][CH:14]([CH2:17][CH2:18][CH:19]=[O:20])[O:13][CH2:12]1>C1COCC1>[F:1][C:2]1[CH:7]=[CH:6][C:5]([CH:19]([OH:20])[CH2:18][CH2:17][CH:14]2[O:15][CH2:16][C:11]([CH3:10])([CH3:21])[CH2:12][O:13]2)=[CH:4][CH:3]=1. Reported procedure: 4-Fluorophenyl magnesium bromide (8.7 ml, 2M solution in ether, 17.44 mmol) was added to a solution of 5,5-dimethyl-1,3-dioxane-2-propanal (2 g, 11.62 mmol) (Step 2) in THF (50 ml) at −70° C. After stirring at −70° C. for 2 hr, the reaction mixture was warmed to room temperature and stirred overnight. The reaction was quenched with water and extracted with ethyl acetate. The organic fractions were combined and washed successively with water and brine. After drying (MgSO4), filtration and concent... The reactants are CCO, CCOC(=O)c1cccc(S(=O)(=O)Nc2cccc(F)c2)c1, [Na+], [OH-], O. The product is O=C(O)c1cccc(S(=O)(=O)Nc2cccc(F)c2)c1. RXN SMILES: [CH3:23][CH2:24][OH:25].[F:1][c:2]1[cH:3][c:4]([NH:8][S:9](=[O:10])(=[O:11])[c:12]2[cH:13][c:14]([C:15](=[O:16])[O:17][CH2:18][CH3:19])[cH:20][cH:21][cH:22]2)[cH:5][cH:6][cH:7]1.[Na+:27].[OH-:26].[OH2:28]>>[F:1][c:2]1[cH:3][c:4]([NH:8][S:9](=[O:10])(=[O:11])[c:12]2[cH:13][c:14]([C:15](=[O:16])[OH:17])[cH:20][cH:21][cH:22]2)[cH:5][cH:6][cH:7]1. Starting materials: ClC1=CC=C(C=C1)C=1C=CC2=C(C=C(O2)C(=O)OCC)C1 (ethyl 5-(4 -chlorophenyl)benzofuran-2-carboxylate), O1CCCC1 (tetrahydrofuran). Reagents/catalysts: [Na].[Hg] (sodium amalgam). Run in C(C)O (ethanol). Reaction conditions: time 20 hour. The product is ClC1=CC=C(C=C1)C=1C=CC2=C(CC(O2)C(=O)O)C1 (2,3-dihydro-5-(4-chlorophenyl)-2-benzofurancarboxylic acid). Reaction SMILES: [Cl:1][C:2]1[CH:7]=[CH:6][C:5]([C:8]2[CH:9]=[CH:10][C:11]3[O:15][C:14]([C:16]([O:18]CC)=[O:17])=[CH:13][C:12]=3[CH:21]=2)=[CH:4][CH:3]=1.O1CCCC1>[Na].[Hg].C(O)C>[Cl:1][C:2]1[CH:3]=[CH:4][C:5]([C:8]2[CH:9]=[CH:10][C:11]3[O:15][CH:14]([C:16]([OH:18])=[O:17])[CH2:13][C:12]=3[CH:21]=2)=[CH:6][CH:7]=1 |f:2.3,^1:26|. Reported procedure: 61.5 g of 2.5% sodium amalgam was added in portions to a mixture of 6.7 g of 18A, 270 ml of tetrahydrofuran and 90 ml of ethanol. The mixture was stirred for 20 hours at room temperature. The solvent was evaporated under reduced pressure. The residue was dissolved in 1 liter of hot water containing 4 ml of saturated sodium hydroxide solution. The mixture was filtered, the filtrate was cooled with an ice bath, and acidified to pH=2. The mixture was stirred for 30 minutes, the resulting solid was ... Starting materials: C(O)([O-])=O.[Na+] (sodium hydrogen carbonate), C(=O)C1=CC=2CN(CCC2S1)C(=O)OC(C)(C)C (tert-Butyl 2-formyl-6,7-dihydrothieno[3,2-c]pyridine-5(4H)-carboxylate), N1CCC1 (azetidine), C(C)(=O)O[BH-](OC(C)=O)OC(C)=O.[Na+] (Sodium triacetoxyboro-hydride). The solvent is ClCCCl (1,2-dichloro-ethane). Run at time 10 minute. Product: N1(CCC1)CC1=CC=2CN(CCC2S1)C(=O)OC(C)(C)C (Tert-Butyl 2-(azetidin-1-ylmethyl)-6,7-dihydrothieno[3,2-c]pyridine-5(4H)-carboxylate). As a reaction SMILES: [CH:1]([C:3]1[S:11][C:10]2[CH2:9][CH2:8][N:7]([C:12]([O:14][C:15]([CH3:18])([CH3:17])[CH3:16])=[O:13])[CH2:6][C:5]=2[CH:4]=1)=O.[NH:19]1[CH2:22][CH2:21][CH2:20]1.C(O[BH-](OC(=O)C)OC(=O)C)(=O)C.[Na+].C(=O)([O-])O.[Na+]>ClCCCl>[N:19]1([CH2:1][C:3]2[S:11][C:10]3[CH2:9][CH2:8][N:7]([C:12]([O:14][C:15]([CH3:18])([CH3:17])[CH3:16])=[O:13])[CH2:6][C:5]=3[CH:4]=2)[CH2:22][CH2:21][CH2:20]1 |f:2.3,4.5|. Reported procedure: tert-Butyl 2-formyl-6,7-dihydrothieno[3,2-c]pyridine-5(4H)-carboxylate (0.3 g, 0.122 mmol) and azetidine (96 mg, 1.683 mmol) were dissolved in 1,2-dichloro-ethane (7 ml) and stirred at room temperature for 10 min. Sodium triacetoxyboro-hydride (0.331 g, 1.571 mmol) was added and the resulting mixture stirred at room temperature for 48 h. Saturated sodium hydrogen carbonate solution was added and the phases were separated. The aqueous phase was extracted with diethylether (3×) and the organics we... Reactants: FC=1C=C2C(C(=C3N(C2=CC1N1CCNCC1)CCS3)C(=O)O)=O (7-fluoro-8-(1-piperazinyl)-5-oxo-1,2-dihydro-5H-thiazolo(3,2-a)-quinoline-4-carboxylic acid), C1=CC=C(C(=C1)C=O)C=O (o-phthal aldehyde). Run in CN(C=O)C (dimethyl formamide). Reaction conditions: temperature 120 celsius, time 7 hour. Product: FC=1C=C2C(C(=C3N(C2=CC1N1CCN(CC1)C1OC(=O)C2=CC=CC=C12)CCS3)C(=O)O)=O (7-Fluoro-8-(4-phthalidyl-1-piperazinyl)-5-oxo-1,2-dihydro-5H-thiazolo(3,2-a)-quinoline-4-carboxylic acid). Reaction SMILES: [F:1][C:2]1[CH:3]=[C:4]2[C:9](=[CH:10][C:11]=1[N:12]1[CH2:17][CH2:16][NH:15][CH2:14][CH2:13]1)[N:8]1[CH2:18][CH2:19][S:20][C:7]1=[C:6]([C:21]([OH:23])=[O:22])[C:5]2=[O:24].[CH:25]1[CH:30]=[C:29]([CH:31]=[O:32])[C:28]([CH:33]=[O:34])=[CH:27][CH:26]=1>CN(C)C=O>[F:1][C:2]1[CH:3]=[C:4]2[C:9](=[CH:10][C:11]=1[N:12]1[CH2:17][CH2:16][N:15]([CH:31]3[C:29]4[C:28](=[CH:27][CH:26]=[CH:25][CH:30]=4)[C:33](=[O:34])[O:32]3)[CH2:14][CH2:13]1)[N:8]1[CH2:18][CH2:19][S:20][C:7]1=[C:6]([C:21]([OH:23])=[O:22])[C:5]2=[O:24]. Procedure details: A mixture of 300 mg (0.9 mmol) of 7-fluoro-8-(1-piperazinyl)-5-oxo-1,2-dihydro-5H-thiazolo(3,2-a)-quinoline-4-carboxylic acid and 13.5 mg (0.9 mmol) of o-phthal aldehyde acid was suspended in 4 ml of dimethyl formamide and the whole mixture was heated with stirring at 120° C. for seven hours in an oil bath. When the reaction was completed, the mixture was allowed to cool to room temperature and, by collecting the crystals separated out therefrom by filtration, the title compound was obtained as ... Reactants: C(C1=CC=CC=C1)Br (Benzyl bromide), BrC=1C(=C(NC1Br)C1=CC=C(C=C1)C(F)(F)F)C#N (4,5-dibromo-2-(α,α,α-trifluoro-p-tolyl)pyrrole-3-carbonitrile), C1CCOC1 (THF), CC(C)(C)[O-].[K+] (KOtBu). Run in O (water), CCOC(=O)C.CCCCCC (EtOAc hexane). Product: C(C1=CC=CC=C1)N1C(=C(C(=C1Br)Br)C#N)C1=CC=C(C=C1)C(F)(F)F (1-Benzyl-4,5-dibromo-2-(α,α,α-trifluoro-p-tolyl)pyrrole-3-carbonitrile). As a reaction SMILES: [Br:1][C:2]1[C:3]([C:18]#[N:19])=[C:4]([C:8]2[CH:13]=[CH:12][C:11]([C:14]([F:17])([F:16])[F:15])=[CH:10][CH:9]=2)[NH:5][C:6]=1[Br:7].C1COCC1.CC([O-])(C)C.[K+].[CH2:31](Br)[C:32]1[CH:37]=[CH:36][CH:35]=[CH:34][CH:33]=1>O.CCOC(C)=O.CCCCCC>[CH2:31]([N:5]1[C:6]([Br:7])=[C:2]([Br:1])[C:3]([C:18]#[N:19])=[C:4]1[C:8]1[CH:13]=[CH:12][C:11]([C:14]([F:15])([F:17])[F:16])=[CH:10][CH:9]=1)[C:32]1[CH:37]=[CH:36][CH:35]=[CH:34][CH:33]=1 |f:2.3,6.7|. Procedure details: In a 100 mL flask, 1.5 g of 4,5-dibromo-2-(α,α,α-trifluoro-p-tolyl)pyrrole-3-carbonitrile is mixed with 50 mL dry THF to give a clear dark solution. 1 eq of KOtBu is added with stirring. After a few minutes the solution clears. Benzyl bromide (0.65 g) is added by syringe. The mixture is heated at reflux overnight. The following day TLC (50/50 EtOAc/hexane) indicates the presence of both starting material and product. The reaction is worked up in the following manner; 50 mL of water is added and ... The reactants are C(C1=CC=CC=C1)OC(=O)NCCC(C(=O)O)N(CC(=O)O)CC(=O)O (N-[3-benzyloxycarbonylamino-1-carboxypropyl]-iminodiacetic acid). The reagents and catalysts are [Pd] (Pd/C). Solvent: [OH-].[Na+] (sodium hydroxide). Product: NCCC(C(=O)O)N(CC(=O)O)CC(=O)O (N-[3-amino-1-carboxypropyl]-iminodiacetic acid). Yield: 119.3%. As a reaction SMILES: C(OC([NH:11][CH2:12][CH2:13][CH:14]([N:18]([CH2:23][C:24]([OH:26])=[O:25])[CH2:19][C:20]([OH:22])=[O:21])[C:15]([OH:17])=[O:16])=O)C1C=CC=CC=1>[OH-].[Na+].[Pd]>[NH2:11][CH2:12][CH2:13][CH:14]([N:18]([CH2:19][C:20]([OH:22])=[O:21])[CH2:23][C:24]([OH:26])=[O:25])[C:15]([OH:17])=[O:16] |f:1.2|. Reported procedure: 2.9 g of the butyric acid derivative obtained were dissolved in 16 ml of 1N sodium hydroxide solution and, after the addition of a spatula tip of 5% Pd/C, hydrogenated at room temperature and normal pressure. The catalyst was filtered off and the filtrate was evaporated. There resulted 2.2 g of N-[3-amino-1-carboxypropyl]-iminodiacetic acid whose structure, NH2 --(CH2)2 --CH(COOH)--N(CH2COOH)2, was confirmed by the NMR spectrum. Reactants: O=C1CCC(=O)N1Cl, CN(C)C=O, CC(C)(C)OC(=O)N1CCC(CCN(CCC(c2ccccc2)c2ccccc2)C(=O)Nc2nc(-c3ccc(NS(C)(=O)=O)cc3)cs2)CC1. The product is CC(C)(C)OC(=O)N1CCC(CCN(CCC(c2ccccc2)c2ccccc2)C(=O)Nc2nc(-c3ccc(NS(C)(=O)=O)cc3)c(Cl)s2)CC1. Reaction SMILES: [Cl:51][N:52]1[C:53](=[O:54])[CH2:55][CH2:56][C:57]1=[O:58].[O:59]=[CH:60][N:61]([CH3:62])[CH3:63].[c:1]1([CH:7]([CH2:8][CH2:9][N:10]([C:11](=[O:12])[NH:13][c:14]2[s:15][cH:16][c:17](-[c:19]3[cH:20][cH:21][c:22]([NH:25][S:26](=[O:27])(=[O:28])[CH3:29])[cH:23][cH:24]3)[n:18]2)[CH2:30][CH2:31][CH:32]2[CH2:33][CH2:34][N:35]([C:38](=[O:39])[O:40][C:41]([CH3:42])([CH3:43])[CH3:44])[CH2:36][CH2:37]2)[c:45]2[cH:46][cH:47][cH:48][cH:49][cH:50]2)[cH:2][cH:3][cH:4][cH:5][cH:6]1>>[c:1]1([CH:7]([CH2:8][CH2:9][N:10]([C:11](=[O:12])[NH:13][c:14]2[s:15][c:16]([Cl:51])[c:17](-[c:19]3[cH:20][cH:21][c:22]([NH:25][S:26](=[O:27])(=[O:28])[CH3:29])[cH:23][cH:24]3)[n:18]2)[CH2:30][CH2:31][CH:32]2[CH2:33][CH2:34][N:35]([C:38](=[O:39])[O:40][C:41]([CH3:42])([CH3:43])[CH3:44])[CH2:36][CH2:37]2)[c:45]2[cH:46][cH:47][cH:48][cH:49][cH:50]2)[cH:2][cH:3][cH:4][cH:5][cH:6]1. Reactants: C(C1=CC=CC=C1)OC(=O)C=1OC(=CC1)C=O (5-formyl-2-furancarboxylic acid benzyl ester), C(C)(C)(C)OC(CP(=O)(OCC)OCC)=O (diethylphosphonoacetic acid tert-butyl ester), [H-].[Na+] (sodium hydride). Solvent: O1CCCC1 (tetrahydrofuran), O1CCCC1 (tetrahydrofuran), O1CCCC1 (tetrahydrofuran). Reaction conditions: temperature 0 celsius. Product: C(C1=CC=CC=C1)OC(=O)C=1OC(=CC1)C=CC(=O)OC(C)(C)C (5-(2-tert-butoxycarbonylethenyl)-furan-2-carboxylic acid benzyl ester). The yield is 87.8%. RXN SMILES: [C:1]([O:5][C:6](=[O:16])[CH2:7]P(OCC)(OCC)=O)([CH3:4])([CH3:3])[CH3:2].[H-].[Na+].[CH2:19]([O:26][C:27]([C:29]1[O:30][C:31]([CH:34]=O)=[CH:32][CH:33]=1)=[O:28])[C:20]1[CH:25]=[CH:24][CH:23]=[CH:22][CH:21]=1>O1CCCC1>[CH2:19]([O:26][C:27]([C:29]1[O:30][C:31]([CH:34]=[CH:7][C:6]([O:5][C:1]([CH3:2])([CH3:3])[CH3:4])=[O:16])=[CH:32][CH:33]=1)=[O:28])[C:20]1[CH:21]=[CH:22][CH:23]=[CH:24][CH:25]=1 |f:1.2|. Procedure details: A solution of diethylphosphonoacetic acid tert-butyl ester (1.54 g, 6.09 mmol) in tetrahydrofuran (3 mL) was added dropwise to a suspension of 60% sodium hydride (0.19 g, 4.87 mmol) in tetrahydrofuran (50 mL) with stirring at 0° C. After stirring at room temperature for 20 minutes, a solution of 5-formyl-2-furancarboxylic acid benzyl ester (1.0 g, 4.06 mmol) in tetrahydrofuran (3 mL) was added, and the mixture was stirred at room temperature for 1 hour. The mixture was worked up according to a c... Reactants: ClC=1C=C(C#N)C=CC1F (3-chloro-4-fluoro benzonitrile), Cl.NO (hydroxylamine hydrochloride), C([O-])([O-])=O.[K+].[K+] (potassium carbonate). The solvent is C(C)O (ethanol). Product: ClC=1C=C(C(N)=NO)C=CC1F (3-Chloro-4-fluoro-N′-hydroxybenzimidamide). Yield: 33.0%. As a reaction SMILES: [Cl:1][C:2]1[CH:3]=[C:4]([CH:7]=[CH:8][C:9]=1[F:10])[C:5]#[N:6].Cl.[NH2:12][OH:13].C(=O)([O-])[O-].[K+].[K+]>C(O)C>[Cl:1][C:2]1[CH:3]=[C:4]([CH:7]=[CH:8][C:9]=1[F:10])[C:5](=[N:12][OH:13])[NH2:6] |f:1.2,3.4.5|. Procedure: To a solution of 3-chloro-4-fluoro benzonitrile (1.0 g, 6.42 mmol) in ethanol (20 mL), was added hydroxylamine hydrochloride (0.665 g, 9.64 mmol), followed by addition of potassium carbonate (2.66 g, 19.28 mmol). The reaction mass was refluxed for 10-12 h. Excess of solvent was removed under vacuum and the reaction mass was diluted with water, acidified with dilute HCl and filtered to afford 0.400 g the desired product. 1HNMR (DMSO-d6): δ 5.95 (s, 2H), 7.42 (t, J=8.7 Hz, 1H), 7.69 (m, 1H), 7.83 ...